Dataset: the Open Reaction Database (ORD), a public repository of structured organic reaction records. Task: describe an organic reaction: reactants, conditions, products, and yield The reactants are CCOC(C)=O, CC(C)[N-]C(C)C, [Li+], O=C1CCCCC1, C1CCOC1, O, N#Cc1ccc(Cc2ncc[nH]2)cc1. Yields the product N#Cc1ccc(C(c2ncc[nH]2)C2(O)CCCCC2)cc1. As a reaction SMILES: [CH3:36][CH2:37][O:38][C:39](=[O:40])[CH3:41].[CH:15]([N-:16][CH:17]([CH3:18])[CH3:19])([CH3:20])[CH3:21].[Li+:22].[O:23]=[C:24]1[CH2:25][CH2:26][CH2:27][CH2:28][CH2:29]1.[O:31]1[CH2:32][CH2:33][CH2:34][CH2:35]1.[OH2:30].[nH:1]1[c:2]([CH2:6][c:7]2[cH:8][cH:9][c:10]([C:11]#[N:12])[cH:13][cH:14]2)[n:3][cH:4][cH:5]1>>[nH:1]1[c:2]([CH:6]([c:7]2[cH:8][cH:9][c:10]([C:11]#[N:12])[cH:13][cH:14]2)[C:24]2([OH:23])[CH2:25][CH2:26][CH2:27][CH2:28][CH2:29]2)[n:3][cH:4][cH:5]1. The solvent is C1(=CC=CC=C1)OC (anisole), [N+](=O)([O-])C (nitromethane), C(C)O (ethanol), C1(=CC=CC=C1)OC (anisole). Reaction SMILES: C1(C([O:14][C:15]([C:17]2[N:22]3[C:23](=[O:45])[C@@H:24]([NH:25][C:26](=[O:44])/[C:27](/[C:31]4[N:32]=[C:33]([NH:36]C(OC(C)(C)C)=O)[S:34][CH:35]=4)=[CH:28]\[CH2:29][CH3:30])[C@H:21]3[S:20][CH2:19][C:18]=2[S:46][CH2:47][S:48][C:49]2[N:50]=[N:51][NH:52][CH:53]=2)=[O:16])C2C=CC=CC=2)C=CC=CC=1.[Cl-].[Al+3].[Cl-].[Cl-].Cl.O>C1(OC)C=CC=CC=1.[N+](C)([O-])=O.C(O)C>[NH2:36][C:33]1[S:34][CH:35]=[C:31](/[C:27](=[CH:28]/[CH2:29][CH3:30])/[C:26]([NH:25][C@@H:24]2[C:23](=[O:45])[N:22]3[C:17]([C:15]([OH:16])=[O:14])=[C:18]([S:46][CH2:47][S:48][C:49]4[N:50]=[N:51][NH:52][CH:53]=4)[CH2:19][S:20][C@H:21]23)=[O:44])[N:32]=1 |f:1.2.3.4|. Procedure details: To a solution of 7β-[(Z)-2-(2-t-butoxycarbonylaminothiazol-4-yl)-2-pentenoylamino]-3-(1,2,3-triazol-4-ylthiomethylthio)-3-cephem-4-carboxylic acid diphenylmethyl ester (537 mg: 0.68 mMol.) in a mixture of anisole (2 ml) and nitromethane (8 ml) at -30° C. is added a solution of aluminum chloride (0.54 g: 4 mMol. ) in anisole (2 ml), and the mixture is stirred for 1 hour. The reaction mixture is diluted with ethanol (3 ml), stirred for 5 minutes, mixed with 1N-hydrochloric acid (8 ml) and water (2... Conditions: time 1 hour. Yields the product NC=1SC=C(N1)/C(/C(=O)N[C@H]1[C@@H]2N(C(=C(CS2)SCSC=2N=NNC2)C(=O)O)C1=O)=C/CC (7β-[(Z)-2-(2-aminothiazol-4-yl)-2-pentenoylamino]-3-(1,2,3-triazol-4-ylthiomethylthio)-3-cephem-4-carboxylic acid). Reactants: C1(=CC=CC=C1)C(C1=CC=CC=C1)OC(=O)C1=C(CS[C@H]2N1C([C@H]2NC(\C(=C/CC)\C=2N=C(SC2)NC(=O)OC(C)(C)C)=O)=O)SCSC=2N=NNC2 (7β-[(Z)-2-(2-t-butoxycarbonylaminothiazol-4-yl)-2-pentenoylamino]-3-(1,2,3-triazol-4-ylthiomethylthio)-3-cephem-4-carboxylic acid diphenylmethyl ester), [Cl-].[Al+3].[Cl-].[Cl-] (aluminum chloride), Cl (hydrochloric acid), O (water). The yield is 43.6%. RXN SMILES: [F:1][C:2]1[CH:3]=[N:4][CH:5]=[C:6]([CH:11]=1)[C:7](Cl)=[N:8][OH:9].[C:12]([C:14]1[CH:19]=[CH:18][CH:17]=[C:16]([F:20])[CH:15]=1)#[CH:13].N>>[F:20][C:16]1[CH:15]=[C:14]([C:12]2[O:9][N:8]=[C:7]([C:6]3[CH:5]=[N:4][CH:3]=[C:2]([F:1])[CH:11]=3)[CH:13]=2)[CH:19]=[CH:18][CH:17]=1. The product is FC=1C=C(C=CC1)C1=CC(=NO1)C=1C=NC=C(C1)F (5-(3-Fluorophenyl)-3-(5-fluoropyridin-3-yl)isoxazole). Procedure details: The titled compound was prepared according to Method CB using the product of Example 28B (88 mg, 0.5 mmol) and 1-ethynyl-3-fluorobenzene (Aldrich, 60 mg, 0.5 mmol). 1H NMR (300 MHz, MeOH-d4) δ 7.20-7.35 (m, 1H), 7.46 (s, 1 H), 7.58 (td, J=8.0, 5.8 Hz, 1H), 7.68 (ddd, J=9.7, 2.5, 1.7 Hz, 1H), 7.76 (dt, J=8.0, 1.1 Hz, 1H), 8.17 (ddd, J=9.4, 2.8, 1.7 Hz, 1H), 8.61 (d, J=2.7 Hz, 1H), 8.97 (t, J=1.5 Hz, 1H) ppm; MS (DCI/NH3) m/z 259 (M+H)+. Reactants: FC=1C=NC=C(C(=NO)Cl)C1 (5-Fluoro-N-hydroxynicotinimidoyl chloride), C(#C)C1=CC(=CC=C1)F (1-ethynyl-3-fluorobenzene), N (NH3). Starting materials: Cc1ccccc1, O, O. The product is O=Cc1ccccc1. As a reaction SMILES: [CH3:3][c:4]1[cH:5][cH:6][cH:7][cH:8][cH:9]1.[O:1].[OH2:2]>>[O:2]=[CH:3][c:4]1[cH:5][cH:6][cH:7][cH:8][cH:9]1. Starting materials: COc1cc2nccc(O)c2cc1OC, CN(C)c1ccncc1, ClCCl, O=S(=O)(Cl)C(F)(F)F, O, Cc1cccc(C)n1. The product is COc1cc2nccc(OS(=O)(=O)C(F)(F)F)c2cc1OC. RXN SMILES: [CH3:1][O:2][c:3]1[cH:4][c:5]2[c:6]([OH:15])[cH:7][cH:8][n:9][c:10]2[cH:11][c:12]1[O:13][CH3:14].[CH3:35][N:36]([CH3:37])[c:38]1[cH:39][cH:40][n:41][cH:42][cH:43]1.[Cl:16][CH2:17][Cl:18].[F:27][C:28]([S:29](=[O:30])(=[O:31])[Cl:32])([F:33])[F:34].[OH2:44].[n:19]1[c:20]([CH3:21])[cH:22][cH:23][cH:24][c:25]1[CH3:26]>>[CH3:1][O:2][c:3]1[cH:4][c:5]2[c:6]([O:15][S:29]([C:28]([F:27])([F:33])[F:34])(=[O:30])=[O:31])[cH:7][cH:8][n:9][c:10]2[cH:11][c:12]1[O:13][CH3:14]. Yields the product C(C1=CC=CC=C1)N1C(CC(C1)CO)=O (1-benzyl-4-(hydroxymethyl)-2-pyrrolidinone). Procedure: 200 ml of a 2M solution of lithium borohydride in THF were added dropwise to a stirred solution of 100 g of methyl 1-benzyl-5-oxo-3-pyrrolidinecarboxylate in 600 ml of THF under a nitrogen atmosphere. After 3 hours, the mixture was cooled to 10° C. and treated with 200 ml of 50% aqueous acetic acid. The solvents were removed under reduced pressure and the residue was partitioned between dichloromethane and saturated sodium bicarbonate solution. The organic extracts were dried and evaporated to d... Conditions: temperature 10 celsius, time 3 hour. Isolated yield 104.6%. Reaction SMILES: [BH4-].[Li+].[CH2:3]([N:10]1[C:14](=[O:15])[CH2:13][CH:12]([C:16](OC)=[O:17])[CH2:11]1)[C:4]1[CH:9]=[CH:8][CH:7]=[CH:6][CH:5]=1.C(O)(=O)C>C1COCC1>[CH2:3]([N:10]1[CH2:11][CH:12]([CH2:16][OH:17])[CH2:13][C:14]1=[O:15])[C:4]1[CH:5]=[CH:6][CH:7]=[CH:8][CH:9]=1 |f:0.1|. Run in C1CCOC1 (THF), C1CCOC1 (THF). The reactants are C(C)(=O)O (acetic acid), solution, [BH4-].[Li+] (lithium borohydride), C(C1=CC=CC=C1)N1CC(CC1=O)C(=O)OC (methyl 1-benzyl-5-oxo-3-pyrrolidinecarboxylate).